From a dataset of the Open Reaction Database (ORD), a public repository of structured organic reaction records. describe an organic reaction: reactants, conditions, products, and yield Starting materials: C1CCOC1, COc1ccc(-c2ccc([N+](=O)[O-])cn2)cc1OC, CO. The product is COc1ccc(-c2ccc(N)cn2)cc1OC. RXN SMILES: [CH2:22]1[O:23][CH2:24][CH2:25][CH2:26]1.[CH3:1][O:2][c:3]1[cH:4][c:5](-[c:11]2[n:12][cH:13][c:14]([N+:17]([O-:18])=[O:19])[cH:15][cH:16]2)[cH:6][cH:7][c:8]1[O:9][CH3:10].[CH3:20][OH:21]>>[CH3:1][O:2][c:3]1[cH:4][c:5](-[c:11]2[n:12][cH:13][c:14]([NH2:17])[cH:15][cH:16]2)[cH:6][cH:7][c:8]1[O:9][CH3:10].